From a dataset of the Open Reaction Database (ORD), a public repository of structured organic reaction records. describe an organic reaction: reactants, conditions, products, and yield Reported procedure: To a solution of 2.00 g. (0.00545 mole) of 1-methyl-4-(1-methyl-1,4-dihydro-1,4-epoxy-9H-tribenzo[a,c,e]cyclohepten-9-ylidene)piperidine and 2.16 g. (0.0056 mole) of tetraphenylcyclopentadienone in 60 ml. of xylene (b.p. 139°-140°) is stirred and refluxed for 20 hours. After cooling, 30 ml. of 6N hydrochloric acid is added. The precipitate that forms is removed by filtration and the solid precipitate is washed with ether and benzene. The solid is collected and made basic with 40% sodium hydroxid... Starting materials: CN1CCC(CC1)=C1C2=C(C3=C(C4=C1C=CC=C4)C4C=CC3(O4)C)C=CC=C2 (1-methyl-4-(1-methyl-1,4-dihydro-1,4-epoxy-9H-tribenzo[a,c,e]cyclohepten-9-ylidene)piperidine), C1(=CC=CC=C1)C1=C(C(=C(C1=O)C1=CC=CC=C1)C1=CC=CC=C1)C1=CC=CC=C1 (tetraphenylcyclopentadienone), Cl (hydrochloric acid). Solvent: C=1(C(=CC=CC1)C)C (xylene). Reaction SMILES: [CH3:1][N:2]1[CH2:7][CH2:6][C:5](=[C:8]2[C:14]3[CH:15]=[CH:16][CH:17]=[CH:18][C:13]=3[C:12]3[CH:19]4[O:23][C:22](C)([C:11]=3[C:10]3[CH:25]=[CH:26][CH:27]=[CH:28][C:9]2=3)[CH:21]=C4)[CH2:4][CH2:3]1.C1(C2C(=O)C(C3C=CC=CC=3)=C(C3C=CC=CC=3)C=2C2C=CC=CC=2)C=CC=CC=1.Cl>C1(C)C(C)=CC=CC=1>[CH3:1][N:2]1[CH2:7][CH2:6][C:5](=[C:8]2[C:14]3[CH:15]=[CH:16][CH:17]=[CH:18][C:13]=3[C:12]3=[CH:19][O:23][C:22]([CH3:21])=[C:11]3[C:10]3[CH:25]=[CH:26][CH:27]=[CH:28][C:9]2=3)[CH2:4][CH2:3]1. Product: CN1CCC(CC1)=C1C2=C(C=3C(C4=C1C=CC=C4)=COC3C)C=CC=C2 (1-methyl-4-(1-methyl-8H-dibenzo[a,e]furo[3,4-c]cyclohepten-8-ylidene)piperidine). Reactants: B(Br)(Br)Br (boron tribromide), OC=1C=C2C(=C3OC4=CC(=CC=C4OC13)OC)C=CC=C2 (6-hydroxy-10-methoxy-7,12-dioxabenz[a]anthracene). The solvent is ClCCl (dichloromethane). Reaction conditions: time 4 hour. Product: OC=1C=C2C(=C3OC4=CC(=CC=C4OC13)O)C=CC=C2 (6,10-dihydroxy-7,12-dioxabenz[a]anthracene). Reaction SMILES: B(Br)(Br)Br.[OH:5][C:6]1[CH:7]=[C:8]2[CH:25]=[CH:24][CH:23]=[CH:22][C:9]2=[C:10]2[C:19]=1[O:18][C:17]1[C:12](=[CH:13][C:14]([O:20]C)=[CH:15][CH:16]=1)[O:11]2>ClCCl>[OH:5][C:6]1[CH:7]=[C:8]2[CH:25]=[CH:24][CH:23]=[CH:22][C:9]2=[C:10]2[C:19]=1[O:18][C:17]1[C:12](=[CH:13][C:14]([OH:20])=[CH:15][CH:16]=1)[O:11]2. Procedure: Under an inert atmosphere, 0.1 ml of boron tribromide is added dropwise to 90 mg of 6-hydroxy-10-methoxy-7,12-dioxabenz[a]anthracene in solution in 3 ml of dichloromethane at 0° C. After 4 hours, the mixture is hydrolyzed. The organic phase is dried over magnesium sulfate and concentrated under vacuum. The bis-hydroxylated compound is purified by flash chromatography on silica gel (eluent: petroleum ether/ethyl acetate). Starting materials: CC(C)([O-])C.[Na+] (sodium tert-butoxide), O1CCC(CC1)=CC(=O)C (1-tetrahydro-4H-pyran-4-ylideneacetone), OCCNN (Hydroxyethylhydrazine), O1CCC(CC1)CC(=O)C (1-tetrahydro-2H-pyran-4-ylacetone), C(C(=O)OCC)(=O)OCC (diethyl oxalate). Solvent: C(C)O (ethanol). Product: OCCN1N=C(C=C1CC1CCOCC1)C(=O)OCC (Ethyl 1-(2-hydroxyethyl)-5-(tetrahydro-2H-pyran-4-ylmethyl)-1H-pyrazole-3-carboxylate). The yield is 101.9%. Reaction SMILES: [O:1]1[CH2:6][CH2:5][C:4](=[CH:7][C:8]([CH3:10])=O)[CH2:3][CH2:2]1.O1CCC(CC(C)=O)CC1.[C:21]([O:28][CH2:29][CH3:30])(=[O:27])[C:22](OCC)=O.CC(C)([O-])C.[Na+].[OH:37][CH2:38][CH2:39][NH:40][NH2:41]>C(O)C>[OH:37][CH2:38][CH2:39][N:40]1[C:8]([CH2:7][CH:4]2[CH2:5][CH2:6][O:1][CH2:2][CH2:3]2)=[CH:10][C:22]([C:21]([O:28][CH2:29][CH3:30])=[O:27])=[N:41]1 |f:3.4|. Reported procedure: The method described in Part B of Example 3 was repeated with 1-tetrahydro-4H-pyran-4-ylideneacetone (4.0 g, 28.5 mmol), and the resulting 1-tetrahydro-2H-pyran-4-ylacetone was mixed with diethyl oxalate (4.66 g, 31.9 mmol) and added to a solution of sodium tert-butoxide (3.07 g, 31.9 mmol) in ethanol (22 mL). The reaction was carried out according to the method described in Part C of Example 3 with the following modifications. Hydroxyethylhydrazine (2.43 g, 31.9 mmol) was used instead of ethylh... Reactants: CC(C)(C)c1cccc(C(C)(C)C)c1O, O=C([O-])[O-], [K+], [K+], N#Cc1ccc([N+](=O)[O-])cc1C#N, CN(C)C=O, O. Product: N#Cc1ccccc1C#N. As a reaction SMILES: [C:14]([c:15]1[cH:16][cH:17][cH:18][c:19]([C:20]([CH3:21])([CH3:22])[CH3:23])[c:24]1[OH:25])([CH3:26])([CH3:27])[CH3:28].[C:29](=[O:30])([O-:31])[O-:32].[K+:33].[K+:34].[N+:1]([O-:2])(=[O:3])[c:4]1[cH:5][c:6]([C:12]#[N:13])[c:7]([C:8]#[N:9])[cH:10][cH:11]1.[O:35]=[CH:36][N:37]([CH3:38])[CH3:39].[OH2:40]>>[cH:4]1[cH:5][c:6]([C:12]#[N:13])[c:7]([C:8]#[N:9])[cH:10][cH:11]1. Starting materials: [BH4-], CO, [Na+], CC12CCC3C(CCC4CC5OC5CC43C)C1CCC2=O. Yields the product CC12CCC3C(CCC4CC5OC5CC43C)C1CCC2O. RXN SMILES: [BH4-:1].[CH3:24][OH:25].[Na+:2].[O:3]1[CH:4]2[CH:5]1[CH2:6][CH:7]1[CH2:8][CH2:9][CH:10]3[CH:11]4[CH2:12][CH2:13][C:14](=[O:23])[C:15]4([CH3:16])[CH2:17][CH2:18][CH:19]3[C:20]1([CH3:22])[CH2:21]2>>[O:3]1[CH:4]2[CH:5]1[CH2:6][CH:7]1[CH2:8][CH2:9][CH:10]3[CH:11]4[CH2:12][CH2:13][CH:14]([OH:23])[C:15]4([CH3:16])[CH2:17][CH2:18][CH:19]3[C:20]1([CH3:22])[CH2:21]2. Reactants: B, C1CCOC1, CSC, C1=CCCC=CCC1. Product: B1C2CCCC1CCC2. Reaction SMILES: [BH3:12].[CH2:13]1[O:14][CH2:15][CH2:16][CH2:17]1.[CH3:9][S:10][CH3:11].[CH:1]1=[CH:2][CH2:3][CH2:4][CH:5]=[CH:6][CH2:7][CH2:8]1>>[CH:1]12[CH2:2][CH2:3][CH2:4][CH:5]([CH2:6][CH2:7][CH2:8]1)[BH:12]2. The yield is 67.0%. Starting materials: O (water), O=C(C(C1=CC=CC=C1)SC(C)=O)C (ethanethioic acid S-(2-oxo-1-phenylpropyl)ester), C(CO)O (ethylene glycol), C1(=CC=C(C=C1)S(=O)(=O)O)C (p-toluenesulfonic acid). As a reaction SMILES: [O:1]=[C:2]([CH3:14])[CH:3](SC(=O)C)[C:4]1[CH:9]=[CH:8][CH:7]=[CH:6][CH:5]=1.[CH2:15](O)[CH2:16][OH:17].C1(C)C=[CH:23][C:22]([S:25](O)(=O)=O)=CC=1.[OH2:30]>C1C=CC=CC=1>[CH3:14][C:2]1([CH:3]([O:30][C:22](=[S:25])[CH3:23])[C:4]2[CH:5]=[CH:6][CH:7]=[CH:8][CH:9]=2)[O:1][CH2:15][CH2:16][O:17]1. Product: CC1(OCCO1)C(C1=CC=CC=C1)OC(C)=S (rac.-ethanethioic acid-[(2-methyl-1,3-dioxolan-2-yl)phenylmethyl]ester). The solvent is C1=CC=CC=C1 (benzene). Procedure details: To a solution of 9.4 g (0.045 mol) of ethanethioic acid S-(2-oxo-1-phenylpropyl)ester and 3.1 g (0.05 mol) of ethylene glycol in 125 ml of benzene was added 1.0 g p-toluenesulfonic acid. The mixture was then heated at reflux over a period of 10 hours while the water formed was removed with the aid of a Dean-Stark trap. The mixture was concentrated under reduced pressure and the residue 11.0 g was chromatographed on 150 g of silica gel. The column was eluted with methylene chloride and fractions ...